This data is from the Open Reaction Database (ORD), a public repository of structured organic reaction records. The task is: describe an organic reaction: reactants, conditions, products, and yield Starting materials: [Br-].C1(CCCCC1)C(C(=O)OCC1[N+](CCC1)(C)C(C(N)=O)C1=NOC=C1)(C1=CC=CC=C1)O ((R/S)-(2-Cyclohexyl-2-hydroxy-2-phenyl-acetoxymethyl)-1-(isoxazol-3-yl carbamoylmethyl)-1-methyl-pyrrolidinium bromide), [Br-].OC1CC[N+](CC1)(CC(NC1=NC=CN=C1)=O)C (4-hydroxy-1-methyl-1-(pyrazin-2-ylcarbamoylmethyl)-piperidinium bromide), [Br-].OC[C@@H]1[N+](CCC1)(C)CC(NC1=NOC=C1)=O ((1R/S,2R)-2-hydroxymethyl-1-(isoxazol-3-ylcarbamoylmethyl)-1-methyl-pyrrolidinium bromide), [Br-].OC1CC[N+](CC1)(CC(NC1=NC=CN=C1)=O)C (4-hydroxy-1-methyl-1-(pyrazin-2-ylcarbamoylmethyl)-piperidinium bromide). Product: [Br-].C1(CCCCC1)C(C(=O)OC1CC[N+](CC1)(CC(NC1=NC=CN=C1)=O)C)(C1=CC=CC=C1)O (4-(2-Cyclohexyl-2-hydroxy-2-phenyl-acetoxy)-1-methyl-1-(pyrazin-2-ylcarbamoylmethyl)-piperidinium bromide). Reaction SMILES: [Br-:1].[CH:2]1([C:8]([OH:34])([C:28]2[CH:33]=[CH:32][CH:31]=[CH:30][CH:29]=2)[C:9]([O:11][CH2:12]C2CCC[N+]2(C(C2C=CON=2)C(=O)N)C)=[O:10])[CH2:7][CH2:6][CH2:5][CH2:4][CH2:3]1.[Br-].OC[C@H]1CCC[N+]1(CC(=O)NC1C=CON=1)C.[Br-].OC1[CH2:60][CH2:59][N+:58]([CH3:71])([CH2:61][C:62](=[O:70])[NH:63][C:64]2[CH:69]=[N:68][CH:67]=[CH:66][N:65]=2)[CH2:57][CH2:56]1>>[Br-:1].[CH:2]1([C:8]([OH:34])([C:28]2[CH:29]=[CH:30][CH:31]=[CH:32][CH:33]=2)[C:9]([O:11][CH:12]2[CH2:56][CH2:57][N+:58]([CH3:71])([CH2:61][C:62](=[O:70])[NH:63][C:64]3[CH:69]=[N:68][CH:67]=[CH:66][N:65]=3)[CH2:59][CH2:60]2)=[O:10])[CH2:7][CH2:6][CH2:5][CH2:4][CH2:3]1 |f:0.1,2.3,4.5,6.7|. Reported procedure: This compound is prepared by an analogous method to (1R/S,2R)-2-((R/S)-(2-Cyclohexyl-2-hydroxy-2-phenyl-acetoxymethyl)-1-(isoxazol-3-yl carbamoylmethyl)-1-methyl-pyrrolidinium bromide (Example 1) by replacing (1R/S,2R)-2-hydroxymethyl-1-(isoxazol-3-ylcarbamoyl-methyl)-1-methyl-pyrrolidinium bromide (Intermediate B) with 4-hydroxy-1-methyl-1-(pyrazin-2-ylcarbamoylmethyl)-piperidinium bromide (Intermediate H).